This data is from the Open Reaction Database (ORD), a public repository of structured organic reaction records. The task is: describe an organic reaction: reactants, conditions, products, and yield Procedure: The title compound is prepared by the reaction of triethyl 1,3,5-triazine-2,4,6-tricarboxylate and bis(1-methoxy-2,2,6,6-tetramethylpiperidin-4-yl)amine. RXN SMILES: [N:1]1[C:6]([C:7]([O:9]CC)=O)=[N:5][C:4]([C:12]([O:14]CC)=O)=[N:3][C:2]=1[C:17]([O:19]CC)=O.[CH3:22][O:23][N:24]1[C:29]([CH3:31])([CH3:30])[CH2:28][CH:27]([NH:32][CH:33]2[CH2:38][C:37]([CH3:40])([CH3:39])[N:36]([O:41][CH3:42])[C:35]([CH3:44])([CH3:43])[CH2:34]2)[CH2:26][C:25]1([CH3:46])[CH3:45]>>[CH3:42][O:41][N:36]1[C:37]([CH3:40])([CH3:39])[CH2:38][CH:33]([N:32]([CH:27]2[CH2:28][C:29]([CH3:31])([CH3:30])[N:24]([O:23][CH3:22])[C:25]([CH3:46])([CH3:45])[CH2:26]2)[C:17]([C:2]2[N:1]=[C:6]([C:7]([N:32]([CH:27]3[CH2:28][C:29]([CH3:31])([CH3:30])[N:24]([O:23][CH3:22])[C:25]([CH3:46])([CH3:45])[CH2:26]3)[CH:33]3[CH2:38][C:37]([CH3:40])([CH3:39])[N:36]([O:41][CH3:42])[C:35]([CH3:44])([CH3:43])[CH2:34]3)=[O:9])[N:5]=[C:4]([C:12]([N:32]([CH:33]3[CH2:34][C:35]([CH3:44])([CH3:43])[N:36]([O:41][CH3:42])[C:37]([CH3:40])([CH3:39])[CH2:38]3)[CH:27]3[CH2:26][C:25]([CH3:46])([CH3:45])[N:24]([O:23][CH3:22])[C:29]([CH3:30])([CH3:31])[CH2:28]3)=[O:14])[N:3]=2)=[O:19])[CH2:34][C:35]1([CH3:44])[CH3:43]. The reactants are N1=C(N=C(N=C1C(=O)OCC)C(=O)OCC)C(=O)OCC (triethyl 1,3,5-triazine-2,4,6-tricarboxylate), CON1C(CC(CC1(C)C)NC1CC(N(C(C1)(C)C)OC)(C)C)(C)C (bis(1-methoxy-2,2,6,6-tetramethylpiperidin-4-yl)amine). The product is CON1C(CC(CC1(C)C)N(C(=O)C1=NC(=NC(=N1)C(=O)N(C1CC(N(C(C1)(C)C)OC)(C)C)C1CC(N(C(C1)(C)C)OC)(C)C)C(=O)N(C1CC(N(C(C1)(C)C)OC)(C)C)C1CC(N(C(C1)(C)C)OC)(C)C)C1CC(N(C(C1)(C)C)OC)(C)C)(C)C (N,N,N',N',N",N"-Hexakis(1-methoxy-2,2,6,6-tetramethylpiperidin-4-yl)-1,3,5-triazine-2,4,6-tricarboxamide). Starting materials: CCBr, O=C([O-])[O-], CC#N, [K+], [K+], Cc1cc(O)ccc1-n1c(C)ccc1C. Product: CCOc1ccc(-n2c(C)ccc2C)c(C)c1. Reaction SMILES: [Br:22][CH2:23][CH3:24].[C:16](=[O:17])([O-:18])[O-:19].[CH3:25][C:26]#[N:27].[K+:20].[K+:21].[OH:1][c:2]1[cH:3][c:4]([CH3:15])[c:5](-[n:8]2[c:9]([CH3:14])[cH:10][cH:11][c:12]2[CH3:13])[cH:6][cH:7]1>>[O:1]([c:2]1[cH:3][c:4]([CH3:15])[c:5](-[n:8]2[c:9]([CH3:14])[cH:10][cH:11][c:12]2[CH3:13])[cH:6][cH:7]1)[CH2:23][CH3:24]. The reactants are CCOC(=O)C(Cl)(Cl)Cl, CCCCCC, Cc1ccccc1, CNC(=O)c1cc(Oc2ccc(N)cc2)ccn1. Product: CNC(=O)c1cc(Oc2ccc(NC(=O)C(Cl)(Cl)Cl)cc2)ccn1. Reaction SMILES: [CH2:19]([O:21][C:22](=[O:20])[C:23]([Cl:24])([Cl:25])[Cl:26])[CH3:27].[CH3:28][CH2:29][CH2:30][CH2:31][CH2:32][CH3:33].[CH3:34][c:35]1[cH:36][cH:37][cH:38][cH:39][cH:40]1.[NH2:1][c:2]1[cH:3][cH:4][c:5]([O:6][c:7]2[cH:8][c:9]([C:13](=[O:14])[NH:15][CH3:16])[n:10][cH:11][cH:12]2)[cH:17][cH:18]1>>[NH:1]([c:2]1[cH:3][cH:4][c:5]([O:6][c:7]2[cH:8][c:9]([C:13](=[O:14])[NH:15][CH3:16])[n:10][cH:11][cH:12]2)[cH:17][cH:18]1)[C:22](=[O:21])[C:23]([Cl:24])([Cl:25])[Cl:26]. Starting materials: FC=1C=C(C=CC1F)O (3,4-difluorophenol), CN(C=O)C (dimethylformamide), N1=CC=CC=C1 (pyridine), BrC1=C(C(=O)Cl)C=CC=C1 (bromobenzoic acid chloride). The solvent is O (water). Conditions: temperature 70 celsius. The product is BrC1=CC=C(C(=O)OC2=CC(=C(C=C2)F)F)C=C1 (3,4-difluorophenyl 4-bromobenzoate). Reaction SMILES: [Br:1][C:2]1[CH:10]=[CH:9][CH:8]=[CH:7][C:3]=1C(Cl)=O.[F:11][C:12]1[CH:13]=[C:14]([OH:19])[CH:15]=[CH:16][C:17]=1[F:18].CN(C)[CH:22]=[O:23].N1C=CC=CC=1>O>[Br:1][C:2]1[CH:10]=[CH:9][C:8]([C:22]([O:19][C:14]2[CH:15]=[CH:16][C:17]([F:18])=[C:12]([F:11])[CH:13]=2)=[O:23])=[CH:7][CH:3]=1. Procedure: 120 g of thionyl chloride was added to 100 g of 4-bromobenzoic acid and the mixture was heated at 90° C. While stirring for 6 hours. After the reaction, an excess amount of thionyl chloride was removed by evaporation. 85 g of bromobenzoic acid chloride was obtained by vacuum distillation at about 20 mmHg in a distillation temperature range of 190-200° C. The bromobenzoic acid chloride was added dropwise to a solution prepared from 50 g of 3,4-difluorophenol, 150 ml of dimethylformamide, and 31 g...